From a dataset of the Open Reaction Database (ORD), a public repository of structured organic reaction records. describe an organic reaction: reactants, conditions, products, and yield Starting materials: O (water), C(=O)=O (dry ice), CN1C=CC2=CC=CC(=C12)CO ((1-methyl-1H-indol-7-yl)-methanol), solution, C(CCC)[Li] (n-butyllithium), C(=O)=O (dry ice). Run in C(C)OCC (diethyl ether), CCCCCC (hexane), C(C)OCC (diethyl ether). Run at time 12 hour. The product is OCC=1C=CC=C2C=C(N(C12)C)C(=O)O (7-hydroxymethyl-1-methyl-1H-indole-2-carboxylic acid). Reaction SMILES: [CH3:1][N:2]1[C:10]2[C:5](=[CH:6][CH:7]=[CH:8][C:9]=2[CH2:11][OH:12])[CH:4]=[CH:3]1.C([Li])CCC.[C:18](=[O:20])=[O:19].O>C(OCC)C.CCCCCC>[OH:12][CH2:11][C:9]1[CH:8]=[CH:7][CH:6]=[C:5]2[C:10]=1[N:2]([CH3:1])[C:3]([C:18]([OH:20])=[O:19])=[CH:4]2. Reported procedure: Under argon a solution of 4 g (1-methyl-1H-indol-7-yl)-methanol in 80 ml diethyl ether is added dropwise to 76 ml of a 1.6 M solution of n-butyllithium in hexane at 0° C., while the temperature does not exceed 35° C. Then the mixture is stirred for another 12 hours at ambient temperature and the solution thus obtained is poured onto 30 g of crushed dry ice in 100 ml diethyl ether. The mixture is stirred until all the dry ice has dissolved and the reaction is then stopped by the addition of 40 ml... The reactants are CO, Cn1c(C(=O)OCc2ccccc2)nc(-c2ccc(Cl)cc2)c1-c1ccc(Cl)cc1, [Na+], [OH-]. Product: Cn1c(C(=O)O)nc(-c2ccc(Cl)cc2)c1-c1ccc(Cl)cc1. As a reaction SMILES: [CH3:33][OH:34].[Cl:1][c:2]1[cH:3][cH:4][c:5](-[c:8]2[n:9][c:10]([C:21](=[O:22])[O:23][CH2:24][c:25]3[cH:26][cH:27][cH:28][cH:29][cH:30]3)[n:11]([CH3:20])[c:12]2-[c:13]2[cH:14][cH:15][c:16]([Cl:19])[cH:17][cH:18]2)[cH:6][cH:7]1.[Na+:32].[OH-:31]>>[Cl:1][c:2]1[cH:3][cH:4][c:5](-[c:8]2[n:9][c:10]([C:21](=[O:22])[OH:23])[n:11]([CH3:20])[c:12]2-[c:13]2[cH:14][cH:15][c:16]([Cl:19])[cH:17][cH:18]2)[cH:6][cH:7]1.